This data is from the Open Reaction Database (ORD), a public repository of structured organic reaction records. The task is: describe an organic reaction: reactants, conditions, products, and yield Starting materials: C(C1=CC=CC=C1)OC(=O)N[C@@H](CCCCNC(CCCCC(=O)NCCO[C@H]1[C@@H](O)[C@H](O)[C@H](O)[C@@H](O1)C)=O)C(=O)NCCO[C@@H]1[C@@H](O)[C@@H](O[C@@H]2[C@@H](O)[C@@H](O)[C@H](O)[C@H](O2)CO)[C@H](O)[C@H](O1)CO[C@@H]1[C@@H](O)[C@@H](O)[C@H](O)[C@H](O1)CO (N2-[(benzyloxy)carbonyl]-N6-[6-({2-[(α-L-fucopyranosyl)oxy]ethyl}amino)-6-oxohexanoyl]-N-(2-{[α-D-mannopyranosyl-(1→3)-[α-D-mannopyranosyl-(1→6)]-α-D-mannopyranosyl]oxy}ethyl)-L-lysinamide). The reagents and catalysts are [Pd] (Pd/C). The solvent is O (water). Conditions: time 18 hour. Product: N[C@@H](CCCCNC(CCCCC(=O)NCCO[C@H]1[C@@H](O)[C@H](O)[C@H](O)[C@@H](O1)C)=O)C(=O)NCCO[C@@H]1[C@@H](O)[C@@H](O[C@@H]2[C@@H](O)[C@@H](O)[C@H](O)[C@H](O2)CO)[C@H](O)[C@H](O1)CO[C@@H]1[C@@H](O)[C@@H](O)[C@H](O)[C@H](O1)CO (N-{(5S)-5-amino-6-[(2-{[α-D-mannopyranosyl-(1→3)-[α-D-mannopyranosyl-(1→6)]-α-D-mannopyranosyl]oxy}ethyl)amino]-6-oxohexyl}-N′-{2-[(α-L-fucopyranosyl)oxy]ethyl}hexanediamide). As a reaction SMILES: C(OC([NH:11][C@H:12]([C:40]([NH:42][CH2:43][CH2:44][O:45][C@H:46]1[O:65][C@H:64]([CH2:66][O:67][C@H:68]2[O:76][C@H:75]([CH2:77][OH:78])[C@@H:73]([OH:74])[C@H:71]([OH:72])[C@@H:69]2[OH:70])[C@@H:62]([OH:63])[C@H:49]([O:50][C@H:51]2[O:59][C@H:58]([CH2:60][OH:61])[C@@H:56]([OH:57])[C@H:54]([OH:55])[C@@H:52]2[OH:53])[C@@H:47]1[OH:48])=[O:41])[CH2:13][CH2:14][CH2:15][CH2:16][NH:17][C:18](=[O:39])[CH2:19][CH2:20][CH2:21][CH2:22][C:23]([NH:25][CH2:26][CH2:27][O:28][C@@H:29]1[O:37][C@@H:36]([CH3:38])[C@@H:34]([OH:35])[C@@H:32]([OH:33])[C@@H:30]1[OH:31])=[O:24])=O)C1C=CC=CC=1>O.[Pd]>[NH2:11][C@H:12]([C:40]([NH:42][CH2:43][CH2:44][O:45][C@H:46]1[O:65][C@H:64]([CH2:66][O:67][C@H:68]2[O:76][C@H:75]([CH2:77][OH:78])[C@@H:73]([OH:74])[C@H:71]([OH:72])[C@@H:69]2[OH:70])[C@@H:62]([OH:63])[C@H:49]([O:50][C@H:51]2[O:59][C@H:58]([CH2:60][OH:61])[C@@H:56]([OH:57])[C@H:54]([OH:55])[C@@H:52]2[OH:53])[C@@H:47]1[OH:48])=[O:41])[CH2:13][CH2:14][CH2:15][CH2:16][NH:17][C:18](=[O:39])[CH2:19][CH2:20][CH2:21][CH2:22][C:23]([NH:25][CH2:26][CH2:27][O:28][C@@H:29]1[O:37][C@@H:36]([CH3:38])[C@@H:34]([OH:35])[C@@H:32]([OH:33])[C@@H:30]1[OH:31])=[O:24]. Reported procedure: In a 100 mL flask, N2-[(benzyloxy)carbonyl]-N6-[6-({2-[(α-L-fucopyranosyl)oxy]ethyl}amino)-6-oxohexanoyl]-N-(2-{[α-D-mannopyranosyl-(1→3)-[α-D-mannopyranosyl-(1→6)]-α-D-mannopyranosyl]oxy}ethyl)-L-lysinamide (950 mg, 0.843 mmol) was dissolved in water (10 mL). The flask was degassed and filled with N2. To the resulting mixture was added Pd/C (10%, 179 mg, 0.169 mmol). The mixture was stirred under H2 balloon for 18 hr. The mixture was filtered through a pad of Celite, and the filtrate was concen... Reactants: COC(CC1C(C2=CC=CC=C2C(C1)C)=NN(C)C)OC (1-(Dimethylhydrazono)-1,2,3,4-tetrahydro-4-methyl-2-naphthaleneacetaldehyde dimethyl acetal), C(C)(=O)OCC (ethyl acetate). The reagents and catalysts are O.O.[Cu](Cl)Cl (copper(II) chloride dihydrate). The solvent is O1CCCC1 (tetrahydrofuran), P(=O)([O-])([O-])[O-] (phosphate). Run at time 16 hour. Product: COC(CC1C(C2=CC=CC=C2C(C1)C)=O)OC (1,2,3,4-tetrahydro-4-methyl-1-oxo-2-naphthaleneacetaldehyde dimethyl acetal). As a reaction SMILES: [CH3:1][O:2][CH:3]([O:20][CH3:21])[CH2:4][CH:5]1[CH2:14][CH:13]([CH3:15])[C:12]2[C:7](=[CH:8][CH:9]=[CH:10][CH:11]=2)[C:6]1=NN(C)C.C(OCC)(=[O:24])C>O1CCCC1.P([O-])([O-])([O-])=O.O.O.[Cu](Cl)Cl>[CH3:1][O:2][CH:3]([O:20][CH3:21])[CH2:4][CH:5]1[CH2:14][CH:13]([CH3:15])[C:12]2[C:7](=[CH:8][CH:9]=[CH:10][CH:11]=2)[C:6]1=[O:24] |f:4.5.6|. Procedure: 1-(Dimethylhydrazono)-1,2,3,4-tetrahydro-4-methyl-2-naphthaleneacetaldehyde dimethyl acetal (23.1 g) was dissolved under argon in a mixture of 1000 ml of tetrahydrofuran and 350 ml of 0.067M phosphate buffer of pH value 7. The solution was treated with 13.6 g of copper(II) chloride dihydrate and stirred at room temperature for 16 hours. 500 ml of ethyl acetate were added to the reaction mixture and it was washed three times with a mixture of 25% ammonia solution and saturated ammonium chloride s... Reactants: CNC, CS(C)=O, O=C(Nc1ccc(Cl)cn1)c1cc(Cl)cc(Cl)c1[N+](=O)[O-], O. Yields the product CN(C)c1cc(Cl)cc(C(=O)Nc2ccc(Cl)cn2)c1[N+](=O)[O-]. Reaction SMILES: [CH3:22][NH:23][CH3:24].[CH3:26][S:27](=[O:28])[CH3:29].[Cl:1][c:2]1[cH:3][cH:4][c:5]([NH:8][C:9]([c:10]2[c:11]([N+:18](=[O:19])[O-:20])[c:12]([Cl:17])[cH:13][c:14]([Cl:16])[cH:15]2)=[O:21])[n:6][cH:7]1.[OH2:25]>>[Cl:1][c:2]1[cH:3][cH:4][c:5]([NH:8][C:9]([c:10]2[c:11]([N+:18](=[O:19])[O-:20])[c:12]([N:23]([CH3:22])[CH3:24])[cH:13][c:14]([Cl:16])[cH:15]2)=[O:21])[n:6][cH:7]1.